From a dataset of the Open Reaction Database (ORD), a public repository of structured organic reaction records. describe an organic reaction: reactants, conditions, products, and yield Reactants: BrC1=CC(=C(C=C1)C(C(C(F)(F)F)(O)C=1C=CC(NC1)=O)C)Cl (5-[2-(4-bromo-2-chloro-phenyl)-1-hydroxy-1-trifluoromethyl-propyl]-1H-pyridin-2-one), C([O-])([O-])=O.[K+].[K+] (potassium carbonate), C(C)I (ethyl iodide), O (Water). Solvent: CN(C(C)=O)C (N,N-dimethylacetamide). Run at time 8 hour. Yields the product BrC1=CC(=C(C=C1)C(C(C(F)(F)F)(O)C=1C=CC(N(C1)CC)=O)C)Cl (5-[2-(4-Bromo-2-chloro-phenyl)-1-hydroxy-1-trifluoromethyl-propyl]-1-ethyl-1H-pyridin-2-one). Yield: 85.7%. Reaction SMILES: [Br:1][C:2]1[CH:7]=[CH:6][C:5]([CH:8]([CH3:22])[C:9]([C:15]2[CH:16]=[CH:17][C:18](=[O:21])[NH:19][CH:20]=2)([OH:14])[C:10]([F:13])([F:12])[F:11])=[C:4]([Cl:23])[CH:3]=1.C(=O)([O-])[O-].[K+].[K+].[CH2:30](I)[CH3:31].O>CN(C)C(=O)C>[Br:1][C:2]1[CH:7]=[CH:6][C:5]([CH:8]([CH3:22])[C:9]([C:15]2[CH:16]=[CH:17][C:18](=[O:21])[N:19]([CH2:30][CH3:31])[CH:20]=2)([OH:14])[C:10]([F:13])([F:11])[F:12])=[C:4]([Cl:23])[CH:3]=1 |f:1.2.3|. Reported procedure: To a solution of 5-[2-(4-bromo-2-chloro-phenyl)-1-hydroxy-1-trifluoromethyl-propyl]-1H-pyridin-2-one (354 mg) in N,N-dimethylacetamide (4.7 ml) were added powdered potassium carbonate (131 mg) and ethyl iodide (141 mg). The mixture was stirred at room temperature overnight. Water was added and the mixture was extracted with EtOAc. The organic phase was washed with water and dried (MgSO4). The product was purified by chromatography (SiO2, CH2Cl2/MeOH 1:0=>9:1) to give the title compound (324 mg) ... The reactants are [Br-], O=C1CC2(CCN(C(=O)OCc3ccccc3)CC2)C1, C1CCOC1, C1CCOC1, C[Mg+], Cc1ccccc1. Product: CC1(O)CC2(CCN(C(=O)OCc3ccccc3)CC2)C1. As a reaction SMILES: [Br-:21].[CH2:1]([c:2]1[cH:3][cH:4][cH:5][cH:6][cH:7]1)[O:8][C:9](=[O:10])[N:11]1[CH2:12][CH2:13][C:14]2([CH2:15][C:16](=[O:18])[CH2:17]2)[CH2:19][CH2:20]1.[CH2:31]1[O:32][CH2:33][CH2:34][CH2:35]1.[CH2:36]1[O:37][CH2:38][CH2:39][CH2:40]1.[CH3:22][Mg+:23].[CH3:24][c:25]1[cH:26][cH:27][cH:28][cH:29][cH:30]1>>[CH2:1]([c:2]1[cH:3][cH:4][cH:5][cH:6][cH:7]1)[O:8][C:9](=[O:10])[N:11]1[CH2:12][CH2:13][C:14]2([CH2:15][C:16]([OH:18])([CH3:24])[CH2:17]2)[CH2:19][CH2:20]1. Reactants: Brc1cccc2[nH]cnc12, CNCCNC, [Cu]I, [I-], N, [Na+], C1COCCO1, O, O, O. Yields the product Ic1cccc2[nH]cnc12. As a reaction SMILES: [Br:1][c:2]1[cH:3][cH:4][cH:5][c:6]2[nH:7][cH:8][n:9][c:10]12.[CH3:15][NH:16][CH2:17][CH2:18][NH:19][CH3:20].[Cu:29][I:30].[I-:13].[NH3:28].[Na+:14].[O:21]1[CH2:22][CH2:23][O:24][CH2:25][CH2:26]1.[OH2:11].[OH2:12].[OH2:27]>>[c:2]1([I:13])[cH:3][cH:4][cH:5][c:6]2[nH:7][cH:8][n:9][c:10]12. Reactants: C(C)(C)(C)OC(=O)N1CCN(CC1)CC(CO)(C)C (3-[4-(tert-butyloxycarbonyl)-1-piperazinyl]-2,2-dimethylpropanol), O (water), C=C1CC(=O)O1 (diketene). The reagents and catalysts are CN(C1=CC=NC=C1)C (4-dimethylaminopyridine). The solvent is C(Cl)Cl (methylene chloride). Run at time 30 minute. Product: C(CC(=O)C)(=O)OCC(CN1CCN(CC1)C(=O)OC(C)(C)C)(C)C (3-[4-(tert-butyloxycarbonyl)-1-piperazinyl]-2,2-dimethylpropyl acetoacetate). Isolated yield 97.0%. As a reaction SMILES: [C:1]([O:5][C:6]([N:8]1[CH2:13][CH2:12][N:11]([CH2:14][C:15]([CH3:19])([CH3:18])[CH2:16][OH:17])[CH2:10][CH2:9]1)=[O:7])([CH3:4])([CH3:3])[CH3:2].[CH2:20]=[C:21]1[O:25][C:23](=[O:24])[CH2:22]1.O>CN(C)C1C=CN=CC=1.C(Cl)Cl>[C:23]([O:17][CH2:16][C:15]([CH3:19])([CH3:18])[CH2:14][N:11]1[CH2:10][CH2:9][N:8]([C:6]([O:5][C:1]([CH3:4])([CH3:3])[CH3:2])=[O:7])[CH2:13][CH2:12]1)(=[O:24])[CH2:22][C:21]([CH3:20])=[O:25]. Procedure details: 3.7 g of 3-[4-(tert-butyloxycarbonyl)-1-piperazinyl]-2,2-dimethylpropanol and 30 mg of 4-dimethylaminopyridine were dissolved in 10 ml of methylene chloride, and diketene was added while cooling the solution with ice. After stirring the solution for 30 minutes under cooling with ice, water was added and the solution was extracted with methylene chloride. The resulting extract was concentrated under reduced pressure to give 4.7 g of an oily product (yield: 97%). The IR and NMR data of the compoun... The reactants are CCN(CC)S(F)(F)F, COc1cc2c(cc1OC)CN(CCCCNC(=O)c1cc(C)ccc1OCCOCCO)CC2, ClCCl. Yields the product COc1cc2c(cc1OC)CN(CCCCNC(=O)c1cc(C)ccc1OCCOCCF)CC2. As a reaction SMILES: [CH2:36]([N:37]([S:38]([F:39])([F:40])[F:42])[CH2:41][CH3:43])[CH3:44].[CH3:1][O:2][c:3]1[cH:4][c:5]2[c:10]([cH:11][c:12]1[O:13][CH3:14])[CH2:9][N:8]([CH2:15][CH2:16][CH2:17][CH2:18][NH:19][C:20]([c:21]1[c:22]([O:28][CH2:29][CH2:30][O:31][CH2:32][CH2:33][OH:34])[cH:23][cH:24][c:25]([CH3:27])[cH:26]1)=[O:35])[CH2:7][CH2:6]2.[Cl:45][CH2:46][Cl:47]>>[CH3:1][O:2][c:3]1[cH:4][c:5]2[c:10]([cH:11][c:12]1[O:13][CH3:14])[CH2:9][N:8]([CH2:15][CH2:16][CH2:17][CH2:18][NH:19][C:20]([c:21]1[c:22]([O:28][CH2:29][CH2:30][O:31][CH2:32][CH2:33][F:42])[cH:23][cH:24][c:25]([CH3:27])[cH:26]1)=[O:35])[CH2:7][CH2:6]2.